From a dataset of the Open Reaction Database (ORD), a public repository of structured organic reaction records. describe an organic reaction: reactants, conditions, products, and yield Reactants: IC1=CC=C(C=C1)N1C(O[C@H](C1)CNC(OC(C)(C)C)=O)=O (tert-butyl [(5S)-3-(4-iodophenyl)-2-oxo-1,3-oxazolidin-5-yl]methylcarbamate), FC=1C=C(C=CC1I)N1C(O[C@H](C1)CNC(C)=O)=O (N-{[(5S)-3-(3-fluoro-4-iodophenyl)-2-oxo-1,3-oxazolidin-5-yl]methyl}acetamide). Product: O=C1O[C@H](CN1C1=CC=C(C=C1)C1CC(NCC1)=O)CNC(C)=O (N-({(5S)-2-oxo-3-[4-(2-oxopiperidin-4-yl)phenyl]-1,3-oxazolidin-5-yl}methyl)acetamide). RXN SMILES: I[C:2]1C=C[C:5]([N:8]2C[C@H](CNC(=O)OC(C)(C)C)O[C:9]2=[O:22])=[CH:4][CH:3]=1.F[C:24]1[CH:25]=[C:26]([N:31]2[CH2:35][C@H:34]([CH2:36][NH:37][C:38](=[O:40])[CH3:39])[O:33][C:32]2=[O:41])[CH:27]=[CH:28][C:29]=1I>>[O:41]=[C:32]1[N:31]([C:26]2[CH:27]=[CH:28][C:29]([CH:3]3[CH2:4][CH2:5][NH:8][C:9](=[O:22])[CH2:2]3)=[CH:24][CH:25]=2)[CH2:35][C@H:34]([CH2:36][NH:37][C:38](=[O:40])[CH3:39])[O:33]1. Procedure: N-({(5S)-2-oxo-3-[4-(2-oxopiperidin-4-yl)phenyl]-1,3-oxazolidin-5-yl}methyl)acetamide is prepared as described in the route described in Example 16 substituting tert-butyl [(5S)-3-(4-iodophenyl)-2-oxo-1,3-oxazolidin-5-yl]methylcarbamate for N-{[(5S)-3-(3-fluoro-4-iodophenyl)-2-oxo-1,3-oxazolidin-5-yl]methyl}acetamide. 1H-NMR (DMSO) δ: 8.25, 7.55, 7.47, 7.30, 4.70, 4.10, 3.73, 3.40, 3.17, 3.02, 2.31, 1.87, 1.83